This data is from the Open Reaction Database (ORD), a public repository of structured organic reaction records. The task is: describe an organic reaction: reactants, conditions, products, and yield Starting materials: O=C([O-])[O-], CN(C)C=O, O=[N+]([O-])c1ccc(F)cc1, [K+], [K+], O, OCCc1ccc(O)cc1. Yields the product O=[N+]([O-])c1ccc(Oc2ccc(CCO)cc2)cc1. Reaction SMILES: [C:21](=[O:22])([O-:23])[O-:24].[CH3:28][N:29]([CH3:30])[CH:31]=[O:32].[F:11][c:12]1[cH:13][cH:14][c:15]([N+:18](=[O:19])[O-:20])[cH:16][cH:17]1.[K+:25].[K+:26].[OH2:27].[OH:1][CH2:2][CH2:3][c:4]1[cH:5][cH:6][c:7]([OH:8])[cH:9][cH:10]1>>[OH:1][CH2:2][CH2:3][c:4]1[cH:5][cH:6][c:7]([O:8][c:12]2[cH:13][cH:14][c:15]([N+:18](=[O:19])[O-:20])[cH:16][cH:17]2)[cH:9][cH:10]1. The reactants are COCCCOc1c(CCl)cccc1OC, COc1ccccc1COCCCOc1ccc(C2CCN(C(=O)OC(C)(C)C)CC2O)cc1. The product is COCCCOc1c(COC2CN(C(=O)OC(C)(C)C)CCC2c2ccc(OCCCOCc3ccccc3OC)cc2)cccc1OC. RXN SMILES: [Cl:35][CH2:36][c:37]1[c:38]([O:45][CH2:46][CH2:47][CH2:48][O:49][CH3:50])[c:39]([O:43][CH3:44])[cH:40][cH:41][cH:42]1.[OH:1][CH:2]1[CH2:3][N:4]([C:28](=[O:29])[O:30][C:31]([CH3:32])([CH3:33])[CH3:34])[CH2:5][CH2:6][CH:7]1[c:8]1[cH:9][cH:10][c:11]([O:14][CH2:15][CH2:16][CH2:17][O:18][CH2:19][c:20]2[c:21]([O:26][CH3:27])[cH:22][cH:23][cH:24][cH:25]2)[cH:12][cH:13]1>>[O:1]([CH:2]1[CH2:3][N:4]([C:28](=[O:29])[O:30][C:31]([CH3:32])([CH3:33])[CH3:34])[CH2:5][CH2:6][CH:7]1[c:8]1[cH:9][cH:10][c:11]([O:14][CH2:15][CH2:16][CH2:17][O:18][CH2:19][c:20]2[c:21]([O:26][CH3:27])[cH:22][cH:23][cH:24][cH:25]2)[cH:12][cH:13]1)[CH2:36][c:37]1[c:38]([O:45][CH2:46][CH2:47][CH2:48][O:49][CH3:50])[c:39]([O:43][CH3:44])[cH:40][cH:41][cH:42]1. Starting materials: O=C([O-])[O-], Brc1cccc2ccn(Cc3ccccc3)c12, OB(O)c1ccc(F)c(Cl)c1, ClCCl, [K+], [K+], C1COCCO1, O. Product: Fc1ccc(-c2cccc3ccn(Cc4ccccc4)c23)cc1Cl. As a reaction SMILES: [C:32](=[O:33])([O-:34])[O-:35].[CH2:1]([c:2]1[cH:3][cH:4][cH:5][cH:6][cH:7]1)[n:8]1[cH:9][cH:10][c:11]2[cH:12][cH:13][cH:14][c:15]([Br:17])[c:16]12.[Cl:18][c:19]1[cH:20][c:21]([B:26]([OH:27])[OH:28])[cH:22][cH:23][c:24]1[F:25].[Cl:29][CH2:30][Cl:31].[K+:36].[K+:37].[O:38]1[CH2:39][CH2:40][O:41][CH2:42][CH2:43]1.[OH2:44]>>[CH2:1]([c:2]1[cH:3][cH:4][cH:5][cH:6][cH:7]1)[n:8]1[cH:9][cH:10][c:11]2[cH:12][cH:13][cH:14][c:15](-[c:21]3[cH:20][c:19]([Cl:18])[c:24]([F:25])[cH:23][cH:22]3)[c:16]12. The reactants are C(C#C)Br (propargyl bromide), NC1=CC=CC=2OC(OC21)(F)F (4-amino-2,2-difluorobenzo-1,3-dioxole). The solvent is C1(=CC=CC=C1)C (toluene), C1(=CC=CC=C1)C (toluene). Run at time 2 hour. Yields the product C(C#C)NC1=CC=CC=2OC(OC21)(F)F (N-propargyl-4-amino-2,2-difluorobenzo-1,3-dioxole). The yield is 44.0%. RXN SMILES: [CH2:1](Br)[C:2]#[CH:3].[NH2:5][C:6]1[C:14]2[O:13][C:12]([F:16])([F:15])[O:11][C:10]=2[CH:9]=[CH:8][CH:7]=1>C1(C)C=CC=CC=1>[CH2:1]([NH:5][C:6]1[C:14]2[O:13][C:12]([F:16])([F:15])[O:11][C:10]=2[CH:9]=[CH:8][CH:7]=1)[C:2]#[CH:3]. Reported procedure: At 20-25° C., 53.3 g of an 80% strength solution of propargyl bromide in toluene (=0.36 mol of propargyl bromide) are added dropwise to a solution of 120 g (0.67 mol) of 4-amino-2,2-difluorobenzo-1,3-dioxole in 150 ml of toluene. After 2 hours at 80° C., the reaction mixture is cooled to room temperature and the precipitate is filtered off with suction and washed with n-hexane. The filtrate is concentrated under reduced pressure and the residue is purified over silica gel using cyclohexane/ethyl... Reactants: ice water, S(=O)(Cl)Cl (thionyl chloride), N1=C(C=CC=C1C)C (2,6-lutidine), [OH-].[Na+] (sodium hydroxide), S(=O)(Cl)Cl (thionyl chloride), N1=C(C=CC=C1C)C (2,6-lutidine), C(C=C)OC(=O)N1[C@@H](C[C@H](C1)O[Si](C)(C)C(C)(C)C)C(O)C=1C=NC=NC1 (1-{(2S,4R)-1-allyloxycarbonyl-4-(t-butyldimethylsilyloxy)-pyrrolidin-2-yl}-1-(pyrimidin-5-yl)methanol), S(=O)(Cl)Cl (thionyl chloride), N1=C(C=CC=C1C)C (2,6-lutidine). Solvent: ClCCl (dichloromethane), ClCCl (dichloromethane), ClCCl (dichloromethane). Reaction conditions: time 30 minute. Yields the product C(C=C)OC(=O)N1[C@@H](C[C@H](C1)O[Si](C)(C)C(C)(C)C)C(Cl)C=1C=NC=NC1 (1-{(2S,4R)-1-allyloxycarbonyl-4-(t-butyldimethylsilyloxy)-pyrrolidin-2-yl }-1-(pyrimidin-5-yl)-1-chloromethane). The yield is 47.3%. Reaction SMILES: S(Cl)([Cl:3])=O.N1C(C)=CC=CC=1C.[CH2:13]([O:16][C:17]([N:19]1[CH2:23][C@H:22]([O:24][Si:25]([C:28]([CH3:31])([CH3:30])[CH3:29])([CH3:27])[CH3:26])[CH2:21][C@H:20]1[CH:32]([C:34]1[CH:35]=[N:36][CH:37]=[N:38][CH:39]=1)O)=[O:18])[CH:14]=[CH2:15].[OH-].[Na+]>ClCCl>[CH2:13]([O:16][C:17]([N:19]1[CH2:23][C@H:22]([O:24][Si:25]([C:28]([CH3:31])([CH3:30])[CH3:29])([CH3:27])[CH3:26])[CH2:21][C@H:20]1[CH:32]([C:34]1[CH:35]=[N:36][CH:37]=[N:38][CH:39]=1)[Cl:3])=[O:18])[CH:14]=[CH2:15] |f:3.4|. Procedure: To a solution of thionyl chloride (6.05 g) in dichloromethane (70 ml) was added 2,6-lutidine (6.53 g) at 5° C. to 10° C. After the solution was stirred for 30 minutes at the same temperature, the solution of 1-{(2S,4R)-1-allyloxycarbonyl-4-(t-butyldimethylsilyloxy)-pyrrolidin-2-yl}-1-(pyrimidin-5-yl)methanol (20.0 g) in dichloromethane (100 ml) was slowly dropped thereto below 10° C. After the reaction mixture was stirred for an hour below 10° C., it was stirred at room temperature for 2 hours, ... Reactants: Cc1c(CCC(=O)O)c[nH]c1C=O, C1CCNCC1, CCO, O=C1Cc2ccc(Cl)cc2N1. The product is Cc1c(CCC(=O)O)c[nH]c1C=C1C(=O)Nc2cc(Cl)ccc21. As a reaction SMILES: [C:1](=[O:2])([OH:3])[CH2:4][CH2:5][c:6]1[c:7]([CH3:13])[c:8]([CH:11]=[O:12])[nH:9][cH:10]1.[CH2:25]1[CH2:26][CH2:27][NH:28][CH2:29][CH2:30]1.[CH3:31][CH2:32][OH:33].[Cl:14][c:15]1[cH:16][cH:17][c:18]2[c:22]([cH:23]1)[NH:21][C:20](=[O:24])[CH2:19]2>>[C:1](=[O:2])([OH:3])[CH2:4][CH2:5][c:6]1[c:7]([CH3:13])[c:8]([CH:11]=[C:19]2[c:18]3[cH:17][cH:16][c:15]([Cl:14])[cH:23][c:22]3[NH:21][C:20]2=[O:24])[nH:9][cH:10]1.